This data is from the Open Reaction Database (ORD), a public repository of structured organic reaction records. The task is: describe an organic reaction: reactants, conditions, products, and yield Reactants: N1C=NC=C1 (imidazole), C(=O)(OCC1=CC=CC=C1)N1[C@H](C(=O)OC)CCC1 (CBZ-L-proline, methyl ester), CN(C)C=O (DMF), [Si](C)(C)(C(C)(C)C)Cl (t-butyldimethylsilyl chloride). Conditions: temperature -23 celsius, time 1 hour. Yields the product Cl.Cl.O[C@@H]1C[C@H](NC1)COC=1C=NC=CC1 (3-((trans-4-hydroxy-2-(S)-pyrrolidinyl)methoxy)pyridine dihydrochloride). As a reaction SMILES: C([N:11]1[CH2:19][CH2:18][CH2:17][C@H:12]1[C:13]([O:15][CH3:16])=O)(OCC1C=CC=CC=1)=O.[NH:20]1[CH:24]=CN=C1.[Si]([Cl:32])([C:28]([CH3:31])(C)[CH3:29])(C)C.CN(C=[O:37])C>>[ClH:32].[ClH:32].[OH:37][C@H:18]1[CH2:19][NH:11][C@H:12]([CH2:13][O:15][C:16]2[CH:24]=[N:20][CH:29]=[CH:28][CH:31]=2)[CH2:17]1 |f:4.5.6|. Procedure: A 7.5 g sample of the compound from step 72a was dissolved in 140 mL of DMF and 2.2 g of imidazole was added. The solution was cooled to -23° C., and 4.84 g of t-butyldimethylsilyl chloride was added and stirred for 1 hour. The volatiles were removed under vacuum, and the residue was purified on a silica gel column, eluting with 1:2 ethyl acetate:hexane to give 8.05 g of the title compound.